The task is: describe an organic reaction: reactants, conditions, products, and yield. This data is from the Open Reaction Database (ORD), a public repository of structured organic reaction records. Reactants: FC(OC1=C(C=C(C=O)C=C1)O)F (4-(difluoromethoxy)-3-hydroxybenzaldehyde), [BH4-].[Na+] (sodium borohydride), NC1=C(C(=NN1)NC1=CC(=CC=C1)Cl)C#N (5-amino-3-((3-chlorophenyl)amino)-1H-pyrazole-4-carbonitrile), N1CCCCC1 (piperidine). The solvent is C(C)O (ethanol), CO (MeOH). Run at temperature 85 celsius, time 8 hour. Yields the product ClC=1C=C(C=CC1)NC1=NNC(=C1C#N)NCC1=CC(=C(C=C1)OC(F)F)O (3-((3-chlorophenyl)amino)-5-((4-(difluoromethoxy)-3-hydroxybenzyl)amino)-1H-pyrazole-4-carbonitrile). RXN SMILES: [NH2:1][C:2]1[NH:6][N:5]=[C:4]([NH:7][C:8]2[CH:13]=[CH:12][CH:11]=[C:10]([Cl:14])[CH:9]=2)[C:3]=1[C:15]#[N:16].[F:17][CH:18]([F:29])[O:19][C:20]1[CH:27]=[CH:26][C:23]([CH:24]=O)=[CH:22][C:21]=1[OH:28].N1CCCCC1.[BH4-].[Na+]>C(O)C.CO>[Cl:14][C:10]1[CH:9]=[C:8]([NH:7][C:4]2[C:3]([C:15]#[N:16])=[C:2]([NH:1][CH2:24][C:23]3[CH:26]=[CH:27][C:20]([O:19][CH:18]([F:17])[F:29])=[C:21]([OH:28])[CH:22]=3)[NH:6][N:5]=2)[CH:13]=[CH:12][CH:11]=1 |f:3.4|. Reported procedure: Dissolved 5-amino-3-((3-chlorophenyl)amino)-1H-pyrazole-4-carbonitrile (58 mg) in 4 mL ethanol and added 0.250 mmol of 4-(difluoromethoxy)-3-hydroxybenzaldehyde followed by a single drop of piperidine. This solution was then heated to 85° C. for 17 hrs, then the ethanol was evaporated and the resulting product was scraped from the reaction vessels. The powder was then resuspended in 4 mL of MeOH and 3 eq. of sodium borohydride was added and left stirring overnight at room temperature. Then MeOH ... Reactants: CO, CCOCC, CCCCCC, ClC(Cl)Cl, CN1C(=O)C(c2cccc(Br)c2)(c2cc(C#N)n(C)c2)N=C1N, [Na+], [Na+], O=C([O-])[O-], c1ccc(P(c2ccccc2)(c2ccccc2)[Pd](P(c2ccccc2)(c2ccccc2)c2ccccc2)(P(c2ccccc2)(c2ccccc2)c2ccccc2)P(c2ccccc2)(c2ccccc2)c2ccccc2)cc1, OB(O)c1cncnc1. Product: CN1C(=O)C(c2cccc(-c3cncnc3)c2)(c2cc(C#N)n(C)c2)N=C1N. Reaction SMILES: [CH3:43][OH:44].[CH3:45][CH2:46][O:47][CH2:48][CH3:49].[CH3:50][CH2:51][CH2:52][CH2:53][CH2:54][CH3:55].[CH:39]([Cl:40])([Cl:41])[Cl:42].[NH2:1][C:2]1=[N:6][C:5]([c:7]2[cH:8][c:9]([Br:13])[cH:10][cH:11][cH:12]2)([c:14]2[cH:15][c:16]([C:20]#[N:21])[n:17]([CH3:19])[cH:18]2)[C:4](=[O:22])[N:3]1[CH3:23].[Na+:24].[Na+:25].[O-:26][C:27](=[O:28])[O-:29].[cH:56]1[cH:57][cH:58][c:59]([P:60]([Pd:61]([P:62]([c:63]2[cH:64][cH:65][cH:66][cH:67][cH:68]2)([c:69]2[cH:70][cH:71][cH:72][cH:73][cH:74]2)[c:75]2[cH:76][cH:77][cH:78][cH:79][cH:80]2)([P:81]([c:82]2[cH:83][cH:84][cH:85][cH:86][cH:87]2)([c:88]2[cH:89][cH:90][cH:91][cH:92][cH:93]2)[c:94]2[cH:95][cH:96][cH:97][cH:98][cH:99]2)[P:100]([c:101]2[cH:102][cH:103][cH:104][cH:105][cH:106]2)([c:107]2[cH:108][cH:109][cH:110][cH:111][cH:112]2)[c:113]2[cH:114][cH:115][cH:116][cH:117][cH:118]2)([c:119]2[cH:120][cH:121][cH:122][cH:123][cH:124]2)[c:125]2[cH:126][cH:127][cH:128][cH:129][cH:130]2)[cH:131][cH:132]1.[n:30]1[cH:31][n:32][cH:33][c:34]([B:36]([OH:37])[OH:38])[cH:35]1>>[NH2:1][C:2]1=[N:6][C:5]([c:7]2[cH:8][c:9](-[c:34]3[cH:33][n:32][cH:31][n:30][cH:35]3)[cH:10][cH:11][cH:12]2)([c:14]2[cH:15][c:16]([C:20]#[N:21])[n:17]([CH3:19])[cH:18]2)[C:4](=[O:22])[N:3]1[CH3:23]. The reactants are [N+](=O)([O-])C1=CC2=C(N=C(O2)CN2CCCC2)C=C1 (6-nitro-2-(pyrrolidin-1-ylmethyl)benzoxazole), [O-2].[Al+3].[O-2].[O-2].[Al+3] (aluminum oxide), ClCCl.C(C)O (dichloromethane ethanol). The solvent is CO (methanol). Product: N1(CCCC1)CC=1OC2=C(N1)C=CC(=C2)N (2-(pyrrolidin-1-ylmethyl)benzoxazol-6-ylamine). As a reaction SMILES: [N+:1]([C:4]1[CH:18]=[CH:17][C:7]2[N:8]=[C:9]([CH2:11][N:12]3[CH2:16][CH2:15][CH2:14][CH2:13]3)[O:10][C:6]=2[CH:5]=1)([O-])=O.[O-2].[Al+3].[O-2].[O-2].[Al+3].ClCCl.C(O)C>CO>[N:12]1([CH2:11][C:9]2[O:10][C:6]3[CH:5]=[C:4]([NH2:1])[CH:18]=[CH:17][C:7]=3[N:8]=2)[CH2:16][CH2:15][CH2:14][CH2:13]1 |f:1.2.3.4.5,6.7|. Procedure details: Prepared analogously to Example VI.1.d from 1.80 g (7.28 mmol) of 6-nitro-2-(pyrrolidin-1-ylmethyl)benzoxazole (VIII.1.b) in methanol as solvent. Yield: 1.10 g (70% of theory); Rf value: 0.60 (aluminum oxide, dichloromethane/ethanol=20:1); C12H15N3O; EII mass spectrum: m/z=218 [M+H]+. Reactants: CC(C)(C)C=1C=C(C=O)C=CC1O (3-(1,1-dimethylethyl)-4-hydroxybenzaldehyde), Cl.NO (hydroxylamine hydrochloride), CCOCC (Et2O). Run in C(C)(=O)O (acetic acid). Run at temperature 0 celsius. The product is CC(C)(C)C=1C=C(C#N)C=CC1O (3-(1,1-dimethylethyl)-4-hydroxybenzonitrile). Reaction SMILES: [CH3:1][C:2]([C:5]1[CH:6]=[C:7]([CH:10]=[CH:11][C:12]=1[OH:13])[CH:8]=O)([CH3:4])[CH3:3].Cl.[NH2:15]O.CCOCC>C(O)(=O)C>[CH3:1][C:2]([C:5]1[CH:6]=[C:7]([CH:10]=[CH:11][C:12]=1[OH:13])[C:8]#[N:15])([CH3:4])[CH3:3] |f:1.2|. Procedure: 3-(1,1-dimethylethyl)-4-hydroxybenzaldehyde (Reference Intermediate R9, 550 mg) and hydroxylamine hydrochloride (322 mg, 4.63 mmol) were stirred in 8.0 mL of acetic acid at reflux for 1 h. After cooling down to 0° C., the mixture was poured into Et2O and washed once with water and once with NaOH (5% aqueous solution). The collected aqueous phases were extracted with Et2O (two times) and the combined organic phases were dried over Na2SO4, filtered, evaporated and triturated with pentane affording... Reactants: COCCC=1N(C2=C(C=NC=3C=CC=CC23)N1)CCCCCC(=O)O (6-[2-(2-Methoxyethyl)-1H-imidazo[4,5-c]quinolin-1-yl]hexanoic acid), C(C(=O)Cl)(=O)Cl (oxalyl chloride), N1CCOCC1 (morpholine), C(C(=O)Cl)(=O)Cl (oxalyl chloride), N1CCOCC1 (morpholine). Conditions: time 2 hour. The product is COCCC=1N(C2=C(C=NC=3C=CC=CC23)N1)CCCCCC(=O)N1CCOCC1 (2-(2-methoxyethyl)-1-(6-morpholin-4-yl-6-oxohexyl)-1H-imidazo[4,5-c]quinoline). Yield: 92.4%. Reaction SMILES: [CH3:1][O:2][CH2:3][CH2:4][C:5]1[N:6]([CH2:18][CH2:19][CH2:20][CH2:21][CH2:22][C:23]([OH:25])=O)[C:7]2[C:16]3[CH:15]=[CH:14][CH:13]=[CH:12][C:11]=3[N:10]=[CH:9][C:8]=2[N:17]=1.C(Cl)(=O)C(Cl)=O.[NH:32]1[CH2:37][CH2:36][O:35][CH2:34][CH2:33]1>>[CH3:1][O:2][CH2:3][CH2:4][C:5]1[N:6]([CH2:18][CH2:19][CH2:20][CH2:21][CH2:22][C:23]([N:32]2[CH2:37][CH2:36][O:35][CH2:34][CH2:33]2)=[O:25])[C:7]2[C:16]3[CH:15]=[CH:14][CH:13]=[CH:12][C:11]=3[N:10]=[CH:9][C:8]=2[N:17]=1. Reported procedure: 6-[2-(2-Methoxyethyl)-1H-imidazo[4,5-c]quinolin-1-yl]hexanoic acid (4.1 g, 12 mmol) was treated with oxalyl chloride (1.89 mL, 21.6 mmol) and morpholine (3.15 mL, 36.0 mmol) according to a modification of the method described in Part F of Example 6. The reaction with oxalyl chloride was carried out at ambient temperature, and the reaction with morpholine was complete after two hours. Following the work-up procedure, 4.55 g of 2-(2-methoxyethyl)-1-(6-morpholin-4-yl-6-oxohexyl)-1H-imidazo[4,5-c]qu... The reactants are C(C)(C)(C)C1=CC=C(C=N1)/C=C/C(=O)O ((2E)-3-[6-(tert-butyl)(3-pyridyl)]prop-2-enoic acid), NC=1C=C2C=C(NC2=CC1)CO ((5-aminoindol-2-yl)methan-1-ol). The product is C(C)(C)(C)C1=CC=C(C=N1)/C=C/C(=O)NC=1C=C2C=C(NC2=CC1)CO ((2E)-3-[6-(tert-Butyl)(3-pyridyl)]-N-[2-(hydroxymethyl)indol-5-yl]prop-2-enamide). RXN SMILES: [C:1]([C:5]1[N:10]=[CH:9][C:8](/[CH:11]=[CH:12]/[C:13]([OH:15])=O)=[CH:7][CH:6]=1)([CH3:4])([CH3:3])[CH3:2].[NH2:16][C:17]1[CH:18]=[C:19]2[C:23](=[CH:24][CH:25]=1)[NH:22][C:21]([CH2:26][OH:27])=[CH:20]2>>[C:1]([C:5]1[N:10]=[CH:9][C:8](/[CH:11]=[CH:12]/[C:13]([NH:16][C:17]2[CH:18]=[C:19]3[C:23](=[CH:24][CH:25]=2)[NH:22][C:21]([CH2:26][OH:27])=[CH:20]3)=[O:15])=[CH:7][CH:6]=1)([CH3:2])([CH3:3])[CH3:4]. Procedure details: Analogous to the procedure used to prepare Example 1, (2E)-3-[6-(tert-butyl)(3-pyridyl)]prop-2-enoic acid, Example 44(b), (41 mg, 0.20 mmol) and (5-aminoindol-2-yl)methan-1-ol, Example 74(b), (32 mg, 0.20 mmol) provided, after purification by silica gel chromatography (20:80 hexane:EtOAc), the title compound as a yellow amorphous solid. MS (ESI, pos. ion) m/z: 350 (M+1). Reactants: CCCCCc1ccc(Br)cc1F, CCO, Cc1ccccc1, [Na+], O, O=C([O-])O, Cc1ccccc1, c1ccc(P(c2ccccc2)(c2ccccc2)[Pd](P(c2ccccc2)(c2ccccc2)c2ccccc2)(P(c2ccccc2)(c2ccccc2)c2ccccc2)P(c2ccccc2)(c2ccccc2)c2ccccc2)cc1, OB(O)c1cccs1. Yields the product CCCCCc1ccc(-c2cccs2)cc1F. As a reaction SMILES: [Br:9][c:10]1[cH:11][c:12]([F:21])[c:13]([CH2:16][CH2:17][CH2:18][CH2:19][CH3:20])[cH:14][cH:15]1.[CH2:41]([OH:42])[CH3:43].[CH3:27][c:28]1[cH:29][cH:30][cH:31][cH:32][cH:33]1.[Na+:22].[OH2:121].[OH:23][C:24](=[O:25])[O-:26].[c:34]1([CH3:35])[cH:36][cH:37][cH:38][cH:39][cH:40]1.[cH:44]1[cH:45][cH:46][c:47]([P:48]([Pd:49]([P:50]([c:51]2[cH:52][cH:53][cH:54][cH:55][cH:56]2)([c:57]2[cH:58][cH:59][cH:60][cH:61][cH:62]2)[c:63]2[cH:64][cH:65][cH:66][cH:67][cH:68]2)([P:69]([c:70]2[cH:71][cH:72][cH:73][cH:74][cH:75]2)([c:76]2[cH:77][cH:78][cH:79][cH:80][cH:81]2)[c:82]2[cH:83][cH:84][cH:85][cH:86][cH:87]2)[P:88]([c:89]2[cH:90][cH:91][cH:92][cH:93][cH:94]2)([c:95]2[cH:96][cH:97][cH:98][cH:99][cH:100]2)[c:101]2[cH:102][cH:103][cH:104][cH:105][cH:106]2)([c:107]2[cH:108][cH:109][cH:110][cH:111][cH:112]2)[c:113]2[cH:114][cH:115][cH:116][cH:117][cH:118]2)[cH:119][cH:120]1.[s:1]1[c:2]([B:6]([OH:7])[OH:8])[cH:3][cH:4][cH:5]1>>[s:1]1[c:2](-[c:10]2[cH:11][c:12]([F:21])[c:13]([CH2:16][CH2:17][CH2:18][CH2:19][CH3:20])[cH:14][cH:15]2)[cH:3][cH:4][cH:5]1.